This data is from the Open Reaction Database (ORD), a public repository of structured organic reaction records. The task is: describe an organic reaction: reactants, conditions, products, and yield The reactants are Cc1ccc(C(=O)OCc2ccc(C(CNC(=O)OC(C)(C)C)C(=O)Nc3ccc(C(N)=O)c(F)c3)cc2)c(C)c1, ClCCl, Cl. The product is Cc1ccc(C(=O)OCc2ccc(C(CN)C(=O)Nc3ccc(C(N)=O)c(F)c3)cc2)c(C)c1. As a reaction SMILES: [CH3:1][c:2]1[c:3]([C:4](=[O:5])[O:6][CH2:7][c:8]2[cH:9][cH:10][c:11]([CH:14]([C:15](=[O:16])[NH:17][c:18]3[cH:19][c:20]([F:27])[c:21]([C:24]([NH2:25])=[O:26])[cH:22][cH:23]3)[CH2:28][NH:29][C:30]([O:31][C:32]([CH3:33])([CH3:34])[CH3:35])=[O:36])[cH:12][cH:13]2)[cH:37][cH:38][c:39]([CH3:41])[cH:40]1.[Cl:43][CH2:44][Cl:45].[ClH:42]>>[CH3:1][c:2]1[c:3]([C:4](=[O:5])[O:6][CH2:7][c:8]2[cH:9][cH:10][c:11]([CH:14]([C:15](=[O:16])[NH:17][c:18]3[cH:19][c:20]([F:27])[c:21]([C:24]([NH2:25])=[O:26])[cH:22][cH:23]3)[CH2:28][NH2:29])[cH:12][cH:13]2)[cH:37][cH:38][c:39]([CH3:41])[cH:40]1. Run at temperature 140 celsius. The product is C(C1=CC=CC=C1)OC=1N=NC(=CC1OCC1=CC=CC=C1)\C=C\C1=CC(=C(C=C1)C(F)(F)F)C(F)(F)F (3,4-bis(benzyloxy)-6-[(E)-2-[3,4-bis(trifluoromethyl)phenyl]-ethenyl]-pyridazine). Procedure: 3,4-bis(Benzyloxy)-6-ethenylpyridazine (Intermediate 78: 0.578 g, 1.816 mmol), cesium carbonate (0.887 g, 2.72 mmol), dichloropalladiumtricyclohexylphosphane (1:2) (0.067 g, 0.091 mmol) and 4-chloro-1,2-bis(trifluoromethyl)benzene (0.542 g, 2.179 mmol) were combined. The reaction vessel was evacuated and purged with nitrogen before toluene (6.05 ml) was added under vacuum and the whole was stirred under nitrogen and heated to 140° C. for 11 hours. Upon quenching with saturated aqueous ammonium c... Reactants: C(C1=CC=CC=C1)OC=1N=NC(=CC1OCC1=CC=CC=C1)C=C (3,4-bis(benzyloxy)-6-ethenylpyridazine), ClC1=CC(=C(C=C1)C(F)(F)F)C(F)(F)F (4-chloro-1,2-bis(trifluoromethyl)benzene), C(C1=CC=CC=C1)OC=1N=NC(=CC1OCC1=CC=CC=C1)C=C (3,4-bis(benzyloxy)-6-ethenylpyridazine), C([O-])([O-])=O.[Cs+].[Cs+] (cesium carbonate). Reaction SMILES: [CH2:1]([O:8][C:9]1[N:10]=[N:11][C:12]([CH:23]=[CH2:24])=[CH:13][C:14]=1[O:15][CH2:16][C:17]1[CH:22]=[CH:21][CH:20]=[CH:19][CH:18]=1)[C:2]1[CH:7]=[CH:6][CH:5]=[CH:4][CH:3]=1.C(=O)([O-])[O-].[Cs+].[Cs+].Cl[C:32]1[CH:37]=[CH:36][C:35]([C:38]([F:41])([F:40])[F:39])=[C:34]([C:42]([F:45])([F:44])[F:43])[CH:33]=1>>[CH2:1]([O:8][C:9]1[N:10]=[N:11][C:12](/[CH:23]=[CH:24]/[C:37]2[CH:32]=[CH:33][C:34]([C:42]([F:43])([F:45])[F:44])=[C:35]([C:38]([F:39])([F:41])[F:40])[CH:36]=2)=[CH:13][C:14]=1[O:15][CH2:16][C:17]1[CH:22]=[CH:21][CH:20]=[CH:19][CH:18]=1)[C:2]1[CH:3]=[CH:4][CH:5]=[CH:6][CH:7]=1 |f:1.2.3|. The reactants are C1=CC=CC=2C(C3=CC=CC=C3C(C12)=O)=O (anthraquinone), C1=CC=C2C(=C1)C(=C3C=CC=CC3=C2O)O (anthrahydroquinone), O=O (oxygen). Reaction SMILES: [CH:1]1[C:14]2[C:13](=[O:15])[C:12]3[C:7](=[CH:8][CH:9]=[CH:10][CH:11]=3)[C:6](=[O:16])[C:5]=2[CH:4]=[CH:3][CH:2]=1.C1C=C2C(O)=C3C(=C(O)C2=CC=1)C=CC=C3.[O:33]=[O:34]>>[OH:33][OH:34].[CH:8]1[C:7]2[C:6](=[O:16])[C:5]3[C:14](=[CH:1][CH:2]=[CH:3][CH:4]=3)[C:13](=[O:15])[C:12]=2[CH:11]=[CH:10][CH:9]=1. Product: OO (hydrogen peroxide), C1=CC=CC=2C(C3=CC=CC=C3C(C12)=O)=O (anthraquinone). Reported procedure: In all previously known anthraquinone processes, the oxidation reaction and the extraction take place in separate steps, and thus also in separate vessels. The oxidation reaction, in which anthrahydroquinone derivatives react with oxygen, forming hydrogen peroxide and anthraquinone derivatives, takes place in the oxidation reactor. From this reactor the organic working solution, which contains dissolved hydrogen peroxide, is directed to another vessel, wherein the hydrogen peroxide is removed by... Reported procedure: 4-Bromo-thiophen-2-aldehyde is reacted with imidazol to 4-(imidazol-1-yl)-thiophen-2-aldehyde which is reacted with the necessary acid nitrile to 4-[4-(imidazol-1-yl)-thien-2-yl]-4-oxo-butyric acid nitrile which is hydrolized to 4-[4-(imidazol-1-yl)-thien-2-yl]-4-oxo-butyric acid. This compound is reacted with hydrazine hydrate to yield 4.5-dihydro-6-[4-(imidazol-1-yl)-thien-2-yl]-3-(2H)-pyridazinone which is subsequently dehydrogenated with 3-nitrobenzolsulfonic acid. The product is N1(C=NC=C1)C=1C=C(SC1)C=1CCC(NN1)=O (4.5-dihydro-6-[4-(imidazol-1-yl)-thien-2-yl]-3-(2H)-pyridazinone). Starting materials: BrC=1C=C(SC1)C=O (4-Bromo-thiophen-2-aldehyde), N1C=NC=C1 (imidazol), N1(C=NC=C1)C=1C=C(SC1)C=O (4-(imidazol-1-yl)-thiophen-2-aldehyde), O.NN (hydrazine hydrate), nitrile, 4-[4-(imidazol-1-yl)-thien-2-yl]-4-oxo-butyric acid nitrile, N1(C=NC=C1)C=1C=C(SC1)C(CCC(=O)O)=O (4-[4-(imidazol-1-yl)-thien-2-yl]-4-oxo-butyric acid). RXN SMILES: BrC1C=C(C=O)SC=1.N1C=CN=C1.N1(C2C=C(C=O)SC=2)C=CN=C1.[N:26]1([C:31]2[CH:32]=[C:33]([C:36](=O)[CH2:37][CH2:38][C:39]([OH:41])=O)[S:34][CH:35]=2)[CH:30]=[CH:29][N:28]=[CH:27]1.O.[NH2:44][NH2:45]>>[N:26]1([C:31]2[CH:32]=[C:33]([C:36]3[CH2:37][CH2:38][C:39](=[O:41])[NH:44][N:45]=3)[S:34][CH:35]=2)[CH:30]=[CH:29][N:28]=[CH:27]1 |f:4.5|. Starting materials: CCOC(C)=O, C(=NC1CCCCC1)=NC1CCCCC1, Oc1c(F)c(F)c(F)c(F)c1F, COc1ccc(Cn2cc3c(N)c(C(=O)O)c(Cl)nc3n2)cc1, CN(C)C=O. Product: COc1ccc(Cn2cc3c(N)c(C(=O)Oc4c(F)c(F)c(F)c(F)c4F)c(Cl)nc3n2)cc1. As a reaction SMILES: [CH3:56][CH2:57][O:58][C:59]([CH3:60])=[O:61].[CH:36]1([N:37]=[C:38]=[N:39][CH:40]2[CH2:41][CH2:42][CH2:43][CH2:44][CH2:45]2)[CH2:46][CH2:47][CH2:48][CH2:49][CH2:50]1.[F:24][c:25]1[c:26]([F:35])[c:27]([F:34])[c:28]([F:33])[c:29]([F:32])[c:30]1[OH:31].[NH2:1][c:2]1[c:3]2[c:4]([n:5][c:6]([Cl:11])[c:7]1[C:8](=[O:9])[OH:10])[n:12][n:13]([CH2:15][c:16]1[cH:17][cH:18][c:19]([O:22][CH3:23])[cH:20][cH:21]1)[cH:14]2.[O:51]=[CH:52][N:53]([CH3:54])[CH3:55]>>[NH2:1][c:2]1[c:3]2[c:4]([n:5][c:6]([Cl:11])[c:7]1[C:8]([O:9][c:30]1[c:25]([F:24])[c:26]([F:35])[c:27]([F:34])[c:28]([F:33])[c:29]1[F:32])=[O:10])[n:12][n:13]([CH2:15][c:16]1[cH:17][cH:18][c:19]([O:22][CH3:23])[cH:20][cH:21]1)[cH:14]2. Starting materials: C([O-])(O)=O.[Na+] (sodium bicarbonate), hydrazide, N[C@@H](CC1=CNC=N1)C(=O)NN (L-histidine hydrazide), Cl (hydrogen chloride), C1(=CC=CC2=CC=CC=C12)CC(C(=O)N[C@@H](CC1=CNC=N1)C(=O)N=[N+]=[N-])CC(=O)N1CCOCC1 (N-[2-(1-naphthylmethyl)-3-(morpholinocarbonyl)propionyl]-L-histidine azide), N(=O)OCCC(C)C (isoamyl nitrite), [N-]=[N+]=[N-] (azide), Cl.N[C@H](C(C(=O)OC(C)C)O)CC(C)C (isopropyl (2RS, 3S)-3-amino-2-hydroxy-5-methylhexanoate hydrochloride). Solvent: C(C)N(CC)CC (triethylamine), CN(C=O)C (N,N-dimethylformamide), CN(C=O)C (N,N-dimethylformamide), CN(C=O)C (N,N-dimethylformamide), C(C)N(CC)CC (triethylamine). Reaction conditions: time 16 hour. Product: C1(=CC=CC2=CC=CC=C12)CC(C(=O)N[C@@H](CC1=CNC=N1)C(=O)N[C@H](C(C(=O)OC(C)C)O)CC(C)C)CC(=O)N1CCOCC1 (isopropyl (2RS, 3S)-3-{N-[2-(1-naphthylmethyl)-3-(morpholinocarbonyl)propionyl]-L-histidyl}amino-2-hydroxy-5-methylhexanoate). RXN SMILES: N[C@H](C(NN)=O)CC1N=CNC=1.Cl.N(OCCC(C)C)=O.[C:22]1([CH2:32][CH:33]([CH2:49][C:50]([N:52]2[CH2:57][CH2:56][O:55][CH2:54][CH2:53]2)=[O:51])[C:34]([NH:36][C@H:37]([C:44]([N:46]=[N+]=[N-])=[O:45])[CH2:38][C:39]2[N:43]=[CH:42][NH:41][CH:40]=2)=[O:35])[C:31]2[C:26](=[CH:27][CH:28]=[CH:29][CH:30]=2)[CH:25]=[CH:24][CH:23]=1.[N-]=[N+]=[N-].Cl.N[C@@H:63]([CH2:72][CH:73]([CH3:75])[CH3:74])[CH:64]([OH:71])[C:65]([O:67][CH:68]([CH3:70])[CH3:69])=[O:66].C(=O)(O)[O-].[Na+]>CN(C)C=O.C(N(CC)CC)C>[C:22]1([CH2:32][CH:33]([CH2:49][C:50]([N:52]2[CH2:57][CH2:56][O:55][CH2:54][CH2:53]2)=[O:51])[C:34]([NH:36][C@H:37]([C:44]([NH:46][C@@H:63]([CH2:72][CH:73]([CH3:75])[CH3:74])[CH:64]([OH:71])[C:65]([O:67][CH:68]([CH3:69])[CH3:70])=[O:66])=[O:45])[CH2:38][C:39]2[N:43]=[CH:42][NH:41][CH:40]=2)=[O:35])[C:31]2[C:26](=[CH:27][CH:28]=[CH:29][CH:30]=2)[CH:25]=[CH:24][CH:23]=1 |f:5.6,7.8|. Procedure details: To a solution of 50 mg of N-[2-(1-naphthylmethyl)-3-morpholinocarbonyl)propionyl]-L-histidine hydrazide in 1 ml of N,N-dimethylformamide were added successively 0.068 ml of a dry 5.1N-hydrogen chloride in N,N-dimethylformamide solution and 0.017 ml of isoamyl nitrite at -20° C. with stirring. After disappearance of hydrazide compound, the reaction mixture was cooled to -30° C., and the reaction mixture was neutralized by adding 0.048 ml of triethylamine to prepare a solution of N-[2-(1-naphthylm...